Task: describe an organic reaction: reactants, conditions, products, and yield. Dataset: the Open Reaction Database (ORD), a public repository of structured organic reaction records Starting materials: NC=1C(N(C(N(C1N)CC)=O)CC)=O (5,6-diamino-1,3-diethyluracil), O(C1=CC=CC=C1)C=1C=C(C=CC(=O)O)C=CC1 (3-phenoxycinnamic acid). Reported procedure: Substantially the same procedure as in Example 7 was repeated using 3.00 g (15.1 mmol) of 5,6-diamino-1,3-diethyluracil and 4.00 g (16.7 mmol) of 3-phenoxycinnamic acid. Then, the resultant -crude crystals were recrystallized from dioxane/water to give 3.82 g (yield 63%) of Compound 182 as pale yellow needles. Yields the product C(C)N1C(=O)N(C=2N=C(NC2C1=O)\C=C\C1=CC(=CC=C1)OC1=CC=CC=C1)CC ((E)-1,3-Diethyl-8-(3-phenoxystyryl)xanthine). As a reaction SMILES: [NH2:1][C:2]1[C:3](=[O:14])[N:4]([CH2:12][CH3:13])[C:5](=[O:11])[N:6]([CH2:9][CH3:10])[C:7]=1[NH2:8].[O:15]([C:22]1[CH:23]=[C:24]([CH:30]=[CH:31][CH:32]=1)[CH:25]=[CH:26][C:27](O)=O)[C:16]1[CH:21]=[CH:20][CH:19]=[CH:18][CH:17]=1>>[CH2:12]([N:4]1[C:3](=[O:14])[C:2]2[NH:1][C:27](/[CH:26]=[CH:25]/[C:24]3[CH:30]=[CH:31][CH:32]=[C:22]([O:15][C:16]4[CH:21]=[CH:20][CH:19]=[CH:18][CH:17]=4)[CH:23]=3)=[N:8][C:7]=2[N:6]([CH2:9][CH3:10])[C:5]1=[O:11])[CH3:13]. Isolated yield 62.9%. The reactants are hexanes ethyl acetate, BrC(C(=O)OC)C(=O)C1=CC(=CC=C1)C#N (methyl 2-bromo-3-(3-cyanophenyl)-3-oxopropionate), C(C)(=O)NC(=S)N (1-acetylthiourea). The solvent is O1CCCC1 (tetrahydrofuran). Reaction conditions: temperature 65 celsius, time 3 hour. The product is C(C)(=O)NC=1SC(=C(N1)C1=CC(=CC=C1)C#N)C(=O)OC (2-acetylamino-4-(3-cyanophenyl)-5-carbomethoxythiazole). Yield: 30.2%. As a reaction SMILES: Br[CH:2]([C:7]([C:9]1[CH:14]=[CH:13][CH:12]=[C:11]([C:15]#[N:16])[CH:10]=1)=O)[C:3]([O:5][CH3:6])=[O:4].[C:17]([NH:20][C:21]([NH2:23])=[S:22])(=[O:19])[CH3:18]>O1CCCC1>[C:17]([NH:20][C:21]1[S:22][C:2]([C:3]([O:5][CH3:6])=[O:4])=[C:7]([C:9]2[CH:14]=[CH:13][CH:12]=[C:11]([C:15]#[N:16])[CH:10]=2)[N:23]=1)(=[O:19])[CH3:18]. Procedure: To a solution of methyl 2-bromo-3-(3-cyanophenyl)-3-oxopropionate (1.25 g, 4.4 mmol) in 20 mL of tetrahydrofuran was added 1-acetylthiourea (0.52 g, 4.4 mmol). The resulting mixture was stirred at 65° C. for 3 h. The reaction was allowed to cool and the solvent was evaporated in vacuo. The residue was taken up in ethyl acetate, washed with 10% aq HCl, saturated aq NaHCO3 and brine, dried (MgSO4) and concentrated in vacuo to yield a solid. Trituration with hexanes/ethyl acetate left the title com...